Dataset: the Open Reaction Database (ORD), a public repository of structured organic reaction records. Task: describe an organic reaction: reactants, conditions, products, and yield The reactants are ClC(C(=O)Cl)C1=CC=C(C=C1)OCC1=CC(=C(C=C1)Cl)Cl (2-Chloro-2-[4-(3,4-dichloro-benzyloxy)-phenyl]-acetyl chloride), O (water), C([O-])(O)=O.[Na+] (sodium bicarbonate), COC(=O)[C@H]1N(CC2=CC(=C(C=C2C1)N)O)C(=O)OC(C)C ((S)-6-amino-7-hydroxy-3,4-dihydro-1H-isoquinoline-2,3-dicarboxylic acid 2-isopropyl ester 3-methyl ester). The solvent is CCOC(=O)C (EtOAc), CCOC(=O)C (EtOAc). Conditions: time 1.5 hour. The product is COC(=O)C1N(CC=2C=C3O[C@H](C(NC3=CC2C1)=O)C1=CC=C(C=C1)OCC1=CC(=C(C=C1)Cl)Cl)C(=O)OC(C)C ((S)-3-[4-(3,4-Dichloro-benzyloxy)-phenyl]-2-oxo-1,2,3,5,7,8-hexahydro-4-oxa-1,6-diaza-anthracene-6,7-dicarboxylic acid 6-isopropyl ester 7-methyl ester). RXN SMILES: [CH3:1][O:2][C:3]([C@@H:5]1[CH2:14][C:13]2[C:8](=[CH:9][C:10]([OH:16])=[C:11]([NH2:15])[CH:12]=2)[CH2:7][N:6]1[C:17]([O:19][CH:20]([CH3:22])[CH3:21])=[O:18])=[O:4].O.C(=O)(O)[O-].[Na+].Cl[CH:30]([C:34]1[CH:39]=[CH:38][C:37]([O:40][CH2:41][C:42]2[CH:47]=[CH:46][C:45]([Cl:48])=[C:44]([Cl:49])[CH:43]=2)=[CH:36][CH:35]=1)[C:31](Cl)=[O:32]>CCOC(C)=O>[CH3:1][O:2][C:3]([CH:5]1[CH2:14][C:13]2[CH:12]=[C:11]3[C:10]([O:16][C@@H:30]([C:34]4[CH:39]=[CH:38][C:37]([O:40][CH2:41][C:42]5[CH:47]=[CH:46][C:45]([Cl:48])=[C:44]([Cl:49])[CH:43]=5)=[CH:36][CH:35]=4)[C:31](=[O:32])[NH:15]3)=[CH:9][C:8]=2[CH2:7][N:6]1[C:17]([O:19][CH:20]([CH3:22])[CH3:21])=[O:18])=[O:4] |f:2.3|. Procedure details: (S)-6-amino-7-hydroxy-3,4-dihydro-1H-isoquinoline-2,3-dicarboxylic acid 2-isopropyl ester 3-methyl ester (1.8 g) was dissolved in 10 mL EtOAc, 20 mL water and 5.0 g sodium bicarbonate added. 2-Chloro-2-[4-(3,4-dichloro-benzyloxy)-phenyl]-acetyl chloride in 10 mL of EtOAc was added and the mixture stirred at rt for 1.5 h. The organic layer was washed with brine, dried and evaporated. The residue was dissolved in 15 mL DMF and potassium carbonate (4.1 g) added. The mixture stirred at r.t. for 3 h ...